Task: describe an organic reaction: reactants, conditions, products, and yield. Dataset: the Open Reaction Database (ORD), a public repository of structured organic reaction records The reactants are [OH-].[Na+] (NaOH), C(CC)N(C(CCCCC(=O)NCCC1=CC=C(C=C1)C(=O)OC)=O)[C@@H]1CC2=CC=C(C(=C2CC1)OCC1=CC=CC=C1)OCC1=CC=CC=C1 ((S)-N-propyl-N-[5,6-di(phenylmethoxy)-1,2,3,4-tetrahydro-2-naphthyl]-N'-[2-(4-methoxycarbonylphenyl)ethyl]-1,6-hexandiamide). Solvent: CO (methanol). The product is C(CC)N(C(CCCCC(=O)NCCC1=CC=C(C=C1)C(=O)O)=O)[C@@H]1CC2=CC=C(C(=C2CC1)OCC1=CC=CC=C1)OCC1=CC=CC=C1 ((S)-N-propyl-N-[5,6-di(phenylmethoxy)-1,2,3,4-tetrahydro-2-naphthyl]-N'-[2-(4-carboxyphenyl)ethyl]-1,6-hexandiamide). Reaction SMILES: [OH-].[Na+].[CH2:3]([N:6]([C@H:28]1[CH2:37][CH2:36][C:35]2[C:30](=[CH:31][CH:32]=[C:33]([O:46][CH2:47][C:48]3[CH:53]=[CH:52][CH:51]=[CH:50][CH:49]=3)[C:34]=2[O:38][CH2:39][C:40]2[CH:45]=[CH:44][CH:43]=[CH:42][CH:41]=2)[CH2:29]1)[C:7](=[O:27])[CH2:8][CH2:9][CH2:10][CH2:11][C:12]([NH:14][CH2:15][CH2:16][C:17]1[CH:22]=[CH:21][C:20]([C:23]([O:25]C)=[O:24])=[CH:19][CH:18]=1)=[O:13])[CH2:4][CH3:5]>CO>[CH2:3]([N:6]([C@H:28]1[CH2:37][CH2:36][C:35]2[C:30](=[CH:31][CH:32]=[C:33]([O:46][CH2:47][C:48]3[CH:49]=[CH:50][CH:51]=[CH:52][CH:53]=3)[C:34]=2[O:38][CH2:39][C:40]2[CH:41]=[CH:42][CH:43]=[CH:44][CH:45]=2)[CH2:29]1)[C:7](=[O:27])[CH2:8][CH2:9][CH2:10][CH2:11][C:12]([NH:14][CH2:15][CH2:16][C:17]1[CH:18]=[CH:19][C:20]([C:23]([OH:25])=[O:24])=[CH:21][CH:22]=1)=[O:13])[CH2:4][CH3:5] |f:0.1|. Procedure details: An aqueous solution of NaOH 4N (2 ml) was added dropwise at room temperature to a stirred solution of Intermediate 56 (2.0 g; 2.9 mmoles), prepared as described in example 26, in methanol (10 ml). Starting materials: NC=1C(=CC=C2CCC(C12)CCN)OC (2-(7-amino-6-methoxyindan-1-yl) ethylamine), crude product, aqueous solution, Cl.C(C)N=C=NCCCN(C)C (1-Ethyl-3-(3-dimethylaminopropyl)carbodiimide hydrochloride), O.ON1N=NC2=C1C=CC=C2 (1-hydroxybenzotriazole monohydrate), [OH-].[Na+] (sodium hydroxide). Solvent: CN(C=O)C (N,N-dimethylformamide), C(C)(=O)O (acetic acid), O (water), CN(C=O)C (N,N-dimethylformamide). Run at time 1 hour. The product is NC=1C(=CC=C2CCC(C12)CCNC(C)=O)OC (N-[2-(7-amino-6-methoxyindan-1-yl)ethyl]acetamide). Isolated yield 66.0%. RXN SMILES: Cl.C(N=C=NC[CH2:8][CH2:9]N(C)C)C.O.[OH:14]N1C2C=CC=CC=2N=N1.[NH2:24][C:25]1[C:26]([O:37][CH3:38])=[CH:27][CH:28]=[C:29]2[C:33]=1[CH:32]([CH2:34][CH2:35][NH2:36])[CH2:31][CH2:30]2.[OH-].[Na+]>CN(C)C=O.O.C(O)(=O)C>[NH2:24][C:25]1[C:26]([O:37][CH3:38])=[CH:27][CH:28]=[C:29]2[C:33]=1[CH:32]([CH2:34][CH2:35][NH:36][C:8](=[O:14])[CH3:9])[CH2:31][CH2:30]2 |f:0.1,2.3,5.6|. Procedure details: In substantially the same manner as in Reference Example 38, 2-(7-amino-6-methoxyindan-1-yl)ethylamine was produced from (E)-(7-amino-6-methoxyindan1-ylidene) acetonitrile. The crude product thus obtained was used, without further purification, for the reaction described below. 1-Ethyl-3-(3-dimethylaminopropyl)carbodiimide hydrochloride (3.3 g, 17.2 mmol.) and 1-hydroxybenzotriazole monohydrate (2.2 g, 14.4 mmol.) were suspended in N,N-dimethylformamide (30 mL). To the suspension was added, unde...